Dataset: the Open Reaction Database (ORD), a public repository of structured organic reaction records. Task: describe an organic reaction: reactants, conditions, products, and yield Reported procedure: To a solution of 3-bromo-o-xylene (500 mg, 2.7 mmol) in THF (15 mL) at −78° C. under N2 was slowly added 1.7 M tert-butyl lithium in pentane (1.77 mL, 3.0 mmol). This was stirred at −78° C. for 30 m. To the reaction mixture was added B(OiPr)3 (2.05 g, 11 mmol), and the reaction mixture was raised to 20° C. and stirred for 2 h. 3 N HCl (10 mL) was added to the reaction mixture and the acidic solution was stirred for 90 m. The reaction mixture was extracted using EtOAc (4×50 mL), and the organic s... The yield is 185.2%. The reactants are BrC1=C(C(=CC=C1)C)C (3-bromo-o-xylene), B(OC(C)C)(OC(C)C)OC(C)C (B(OiPr)3), Cl (HCl), C(C)(C)(C)[Li] (tert-butyl lithium), CCCCC (pentane). Reaction SMILES: Br[C:2]1[CH:7]=[CH:6][CH:5]=[C:4]([CH3:8])[C:3]=1[CH3:9].C([Li])(C)(C)C.CCCCC.[B:20](OC(C)C)([O:25]C(C)C)[O:21]C(C)C.Cl>C1COCC1>[CH3:9][C:3]1[C:4]([CH3:8])=[CH:5][CH:6]=[CH:7][C:2]=1[B:20]([OH:25])[OH:21]. Reaction conditions: temperature -78 celsius. The solvent is C1CCOC1 (THF). Yields the product CC1=C(C=CC=C1C)B(O)O (2,3-dimethylphenylboronic acid). The reactants are [OH-].[Na+] (sodium hydroxide), C(C1=CC=CC=C1)(=O)N1C(C=CC2=CC(=CC=C12)Cl)C#N (1-(Benzoyl)-6-chloro-1,2-dihydro-quinoline-2-carbonitrile), C([O-])(O)=O.[Na+] (sodium bicarbonate), [OH-].[Na+] (sodium hydroxide), OO (hydrogen peroxide). Run in CC(=O)C (acetone), C(C)(=O)OCC (ethyl acetate). Conditions: time 4 hour. The product is C(C1=CC=CC=C1)(=O)N1C(C=CC2=CC(=CC=C12)Cl)C(=O)N (1-(Benzoyl)-6-chloro-1,2-dihydro-quinoline-2-carboxylic acid amide). Yield: 17.7%. Reaction SMILES: [C:1]([N:9]1[C:18]2[C:13](=[CH:14][C:15]([Cl:19])=[CH:16][CH:17]=2)[CH:12]=[CH:11][CH:10]1[C:20]#[N:21])(=[O:8])[C:2]1[CH:7]=[CH:6][CH:5]=[CH:4][CH:3]=1.C(=O)(O)[O-:23].[Na+].[OH-].[Na+].OO>CC(C)=O.C(OCC)(=O)C>[C:1]([N:9]1[C:18]2[C:13](=[CH:14][C:15]([Cl:19])=[CH:16][CH:17]=2)[CH:12]=[CH:11][CH:10]1[C:20]([NH2:21])=[O:23])(=[O:8])[C:2]1[CH:7]=[CH:6][CH:5]=[CH:4][CH:3]=1 |f:1.2,3.4|. Procedure details: A solution of 1-(Benzoyl)-6-chloro-1,2-dihydro-quinoline-2-carbonitrile (8.0 g), sodium bicarbonate (4.0 g), and 0.1N aqueous sodium hydroxide (20 mL) in acetone (125 mL) was treated with slow addition of 30% hydrogen peroxide (120 mL). The pH of the reaction was kept near 8 by the addition of 0.1N sodium hydroxide. After 4 hours, the mixture was diluted with ethyl acetate and washed with an aqueous solution of sodium thiosulfate. The organic phase was subsequently washed with water and brine. T... The reactants are [C-]#N, [C-]#N, COC(=O)c1c(-c2ccccc2)c2cc(Br)ccc2c(=O)n1Cc1ccccc1, CN1CCCC1=O, O, [Zn+2], c1ccc(P(c2ccccc2)(c2ccccc2)[Pd](P(c2ccccc2)(c2ccccc2)c2ccccc2)(P(c2ccccc2)(c2ccccc2)c2ccccc2)P(c2ccccc2)(c2ccccc2)c2ccccc2)cc1. Product: COC(=O)c1c(-c2ccccc2)c2cc(C#N)ccc2c(=O)n1Cc1ccccc1. As a reaction SMILES: [C-:37]#[N:38].[C-:40]#[N:41].[CH3:1][O:2][C:3](=[O:4])[c:5]1[n:6]([CH2:23][c:24]2[cH:25][cH:26][cH:27][cH:28][cH:29]2)[c:7](=[O:22])[c:8]2[cH:9][cH:10][c:11]([Br:21])[cH:12][c:13]2[c:14]1-[c:15]1[cH:16][cH:17][cH:18][cH:19][cH:20]1.[CH3:30][N:31]1[CH2:32][CH2:33][CH2:34][C:35]1=[O:36].[OH2:119].[Zn+2:39].[cH:42]1[cH:43][cH:44][c:45]([P:46]([Pd:47]([P:48]([c:49]2[cH:50][cH:51][cH:52][cH:53][cH:54]2)([c:55]2[cH:56][cH:57][cH:58][cH:59][cH:60]2)[c:61]2[cH:62][cH:63][cH:64][cH:65][cH:66]2)([P:67]([c:68]2[cH:69][cH:70][cH:71][cH:72][cH:73]2)([c:74]2[cH:75][cH:76][cH:77][cH:78][cH:79]2)[c:80]2[cH:81][cH:82][cH:83][cH:84][cH:85]2)[P:86]([c:87]2[cH:88][cH:89][cH:90][cH:91][cH:92]2)([c:93]2[cH:94][cH:95][cH:96][cH:97][cH:98]2)[c:99]2[cH:100][cH:101][cH:102][cH:103][cH:104]2)([c:105]2[cH:106][cH:107][cH:108][cH:109][cH:110]2)[c:111]2[cH:112][cH:113][cH:114][cH:115][cH:116]2)[cH:117][cH:118]1>>[CH3:1][O:2][C:3](=[O:4])[c:5]1[n:6]([CH2:23][c:24]2[cH:25][cH:26][cH:27][cH:28][cH:29]2)[c:7](=[O:22])[c:8]2[cH:9][cH:10][c:11]([C:30]#[N:31])[cH:12][c:13]2[c:14]1-[c:15]1[cH:16][cH:17][cH:18][cH:19][cH:20]1. Product: COC1=CC=C(C=C1)C1=C(C=2C(N(C=CC2)CC(=O)C2=CC=CC=C2)=N1)C (2-(p-Methoxyphenyl)-3-methyl-7-phenacylpyrrolo[2,3-b]pyridine). Reaction SMILES: [CH3:1][O:2][C:3]1[CH:8]=[CH:7][C:6]([C:9]2[NH:17][C:12]3=[N:13][CH:14]=[CH:15][CH:16]=[C:11]3[C:10]=2[CH3:18])=[CH:5][CH:4]=1.[CH2:19](Br)[C:20]([C:22]1[CH:27]=[CH:26][CH:25]=[CH:24][CH:23]=1)=[O:21]>>[CH3:1][O:2][C:3]1[CH:8]=[CH:7][C:6]([C:9]2[N:17]=[C:12]3[N:13]([CH2:19][C:20]([C:22]4[CH:27]=[CH:26][CH:25]=[CH:24][CH:23]=4)=[O:21])[CH:14]=[CH:15][CH:16]=[C:11]3[C:10]=2[CH3:18])=[CH:5][CH:4]=1. The reactants are COC1=CC=C(C=C1)C1=C(C=2C(=NC=CC2)N1)C (2-(p-methoxyphenyl)-3-methyl-pyrrolo[2,3-b]pyridine), C(C(=O)C1=CC=CC=C1)Br (phenacylbromide). Reported procedure: The title compound was prepared from 2-(p-methoxyphenyl)-3-methyl-pyrrolo[2,3-b]pyridine and phenacylbromide on a 10 mmol scale according to the procedure described in example 8 yielding 4.02 g (92% ). Starting materials: CN(C)C=O, Cc1nsc(NC(=O)Cc2ccc(O)c([N+](=O)[O-])c2)c1Cl. Product: Cc1nsc(NC(=O)Cc2ccc(O)c(N)c2)c1Cl. Reaction SMILES: [CH3:22][N:23]([CH3:24])[CH:25]=[O:26].[Cl:1][c:2]1[c:3]([CH3:21])[n:4][s:5][c:6]1[NH:7][C:8]([CH2:9][c:10]1[cH:11][c:12]([N+:17]([O-:18])=[O:19])[c:13]([OH:16])[cH:14][cH:15]1)=[O:20]>>[Cl:1][c:2]1[c:3]([CH3:21])[n:4][s:5][c:6]1[NH:7][C:8]([CH2:9][c:10]1[cH:11][c:12]([NH2:17])[c:13]([OH:16])[cH:14][cH:15]1)=[O:20]. Reactants: S(=O)(Cl)Cl (Thionyl chloride), FC1=CC=C(C(=O)C2=C(C(=O)O)C=CC=C2)C=C1 (2-(4-fluorobenzoyl)benzoic acid), N1=CC=CC=C1 (pyridine). Solvent: C1=CC=CC=C1 (benzene). Yields the product FC1=CC=C(C(=O)C2=C(C(=O)Cl)C=CC=C2)C=C1 (2-(4-fluorobenzoyl) benzoyl chloride). Reaction SMILES: S(Cl)([Cl:3])=O.[F:5][C:6]1[CH:22]=[CH:21][C:9]([C:10]([C:12]2[CH:20]=[CH:19][CH:18]=[CH:17][C:13]=2[C:14](O)=[O:15])=[O:11])=[CH:8][CH:7]=1.N1C=CC=CC=1>C1C=CC=CC=1>[F:5][C:6]1[CH:22]=[CH:21][C:9]([C:10]([C:12]2[CH:20]=[CH:19][CH:18]=[CH:17][C:13]=2[C:14]([Cl:3])=[O:15])=[O:11])=[CH:8][CH:7]=1. Procedure: Thionyl chloride (1.6 ml) was added to a solution of 2-(4-fluorobenzoyl)benzoic acid (3.6 g) and pyridine (0.03 ml) in benzene (40 ml), followed by refluxing for an hour. The solvent was distilled off to give 2-(4-fluorobenzoyl) benzoyl chloride (IRνmaxNujol : 1790 cm-1).